Dataset: the Open Reaction Database (ORD), a public repository of structured organic reaction records. Task: describe an organic reaction: reactants, conditions, products, and yield Starting materials: CCOC(=O)Cn1nc(Cl)cc1Cl, [Na+], C1CCOC1, [OH-], O. Yields the product O=C(O)Cn1nc(Cl)cc1Cl. Reaction SMILES: [Cl:1][c:2]1[n:3][n:4]([CH2:8][C:9](=[O:10])[O:11][CH2:12][CH3:13])[c:5]([Cl:7])[cH:6]1.[Na+:15].[O:16]1[CH2:17][CH2:18][CH2:19][CH2:20]1.[OH-:14].[OH2:21]>>[Cl:1][c:2]1[n:3][n:4]([CH2:8][C:9](=[O:10])[OH:11])[c:5]([Cl:7])[cH:6]1.